Dataset: the Open Reaction Database (ORD), a public repository of structured organic reaction records. Task: describe an organic reaction: reactants, conditions, products, and yield Starting materials: C#CCCCCC#N, CCCC[SnH](CCCC)CCCC, Cc1ccccc1, CC(C)(C#N)N=NC(C)(C)C#N. The product is CCCC[Sn](C=CCCCCC#N)(CCCC)CCCC. Reaction SMILES: [C:1]([CH2:2][CH2:3][CH2:4][CH2:5][C:6]#[CH:7])#[N:8].[CH2:9]([CH2:10][CH2:11][CH3:12])[SnH:13]([CH2:14][CH2:15][CH2:16][CH3:17])[CH2:18][CH2:19][CH2:20][CH3:21].[CH3:34][c:35]1[cH:36][cH:37][cH:38][cH:39][cH:40]1.[N:22]#[C:23][C:24]([N:25]=[N:26][C:27]([C:28]#[N:29])([CH3:30])[CH3:31])([CH3:32])[CH3:33]>>[C:1]([CH2:2][CH2:3][CH2:4][CH2:5][CH:6]=[CH:7][Sn:13]([CH2:9][CH2:10][CH2:11][CH3:12])([CH2:14][CH2:15][CH2:16][CH3:17])[CH2:18][CH2:19][CH2:20][CH3:21])#[N:8]. Reactants: [BH4-], CCO, Cl, CN1CCN(C(=O)c2ccc3c(c2)[nH]c2c(C(N)=O)ccc(-c4cccc5c(C(=O)c6ccc(F)cc6)cccc45)c23)CC1, [Na+]. Product: CN1CCN(C(=O)c2ccc3c(c2)[nH]c2c(C(N)=O)ccc(-c4cccc5c(C(O)c6ccc(F)cc6)cccc45)c23)CC1. As a reaction SMILES: [BH4-:45].[CH3:48][CH2:49][OH:50].[ClH:47].[F:1][c:2]1[cH:3][cH:4][c:5]([C:6](=[O:7])[c:8]2[c:9]3[cH:10][cH:11][cH:12][c:13](-[c:18]4[cH:19][cH:20][c:21]([C:40](=[O:41])[NH2:42])[c:22]5[nH:23][c:24]6[cH:25][c:26]([C:31](=[O:32])[N:33]7[CH2:34][CH2:35][N:36]([CH3:39])[CH2:37][CH2:38]7)[cH:27][cH:28][c:29]6[c:30]45)[c:14]3[cH:15][cH:16][cH:17]2)[cH:43][cH:44]1.[Na+:46]>>[F:1][c:2]1[cH:3][cH:4][c:5]([CH:6]([OH:7])[c:8]2[c:9]3[cH:10][cH:11][cH:12][c:13](-[c:18]4[cH:19][cH:20][c:21]([C:40](=[O:41])[NH2:42])[c:22]5[nH:23][c:24]6[cH:25][c:26]([C:31](=[O:32])[N:33]7[CH2:34][CH2:35][N:36]([CH3:39])[CH2:37][CH2:38]7)[cH:27][cH:28][c:29]6[c:30]45)[c:14]3[cH:15][cH:16][cH:17]2)[cH:43][cH:44]1.